From a dataset of the Open Reaction Database (ORD), a public repository of structured organic reaction records. describe an organic reaction: reactants, conditions, products, and yield Reactants: ClC=1C(=NC=CC1)N1C(=CC(=C1)Br)C=O (3-chloro-2-(4-bromo-2-formyl-1H-pyrrol-1-yl)-pyridine), ClN1C(CCC1=O)=O (N-chlorosuccinimide), O (Water). Solvent: O1CCCC1 (tetrahydrofuran). Run at time 2 day. The product is BrC=1C=C(N(C1Cl)C1=NC=CC=C1Cl)C=O (4-bromo-5-chloro-1-(3-chloro-2-pyridinyl)-1H-pyrrole-2-carbaldehyde). Yield: 74.4%. RXN SMILES: [Cl:1][C:2]1[C:3]([N:8]2[CH:12]=[C:11]([Br:13])[CH:10]=[C:9]2[CH:14]=[O:15])=[N:4][CH:5]=[CH:6][CH:7]=1.[Cl:16]N1C(=O)CCC1=O.O>O1CCCC1>[Br:13][C:11]1[CH:10]=[C:9]([CH:14]=[O:15])[N:8]([C:3]2[C:2]([Cl:1])=[CH:7][CH:6]=[CH:5][N:4]=2)[C:12]=1[Cl:16]. Reported procedure: To a solution of 3.0 g of 3-chloro-2-(4-bromo-2-formyl-1H-pyrrol-1-yl)-pyridine in 30 ml of tetrahydrofuran was added 1.5 g of N-chlorosuccinimide. The resulting mixture was stirred at room temperature for 2 days. Water was poured into the reaction mixture, and the mixture was extracted with ethyl acetate two times. The organic layers were combined, washed with an aqueous saturated sodium chloride solution, dried over anhydrous magnesium sulfate, and concentrated under reduced pressure. The resi...